This data is from the Open Reaction Database (ORD), a public repository of structured organic reaction records. The task is: describe an organic reaction: reactants, conditions, products, and yield The reactants are C[Al](C)C, COc1cc(COc2cc(N)[nH]n2)cc(OC)c1, Cc1ccccc1, CC(C)=O, CCOC(=O)c1ccc(N2CCNC(C)(C)C2)cc1, [Na+], [Na+], O=S([O-])[O-]. RXN SMILES: [CH3:1][Al:2]([CH3:3])[CH3:4].[CH3:24][O:25][c:26]1[cH:27][c:28]([CH2:34][O:35][c:36]2[cH:37][c:38]([NH2:41])[nH:39][n:40]2)[cH:29][c:30]([O:32][CH3:33])[cH:31]1.[CH3:48][c:49]1[cH:50][cH:51][cH:52][cH:53][cH:54]1.[CH3:55][C:56](=[O:57])[CH3:58].[CH3:5][C:6]1([CH3:23])[CH2:7][N:8]([c:12]2[cH:13][cH:14][c:15]([C:16]([O:18][CH2:17][CH3:19])=[O:20])[cH:21][cH:22]2)[CH2:9][CH2:10][NH:11]1.[Na+:46].[Na+:47].[S:42]([O-:43])([O-:44])=[O:45]>>[CH3:5][C:6]1([CH3:23])[CH2:7][N:8]([c:12]2[cH:13][cH:14][c:15]([C:16](=[O:18])[NH:41][c:38]3[cH:37][c:36]([O:35][CH2:34][c:28]4[cH:27][c:26]([O:25][CH3:24])[cH:31][c:30]([O:32][CH3:33])[cH:29]4)[n:40][nH:39]3)[cH:21][cH:22]2)[CH2:9][CH2:10][NH:11]1. The product is COc1cc(COc2cc(NC(=O)c3ccc(N4CCNC(C)(C)C4)cc3)[nH]n2)cc(OC)c1.